The task is: describe an organic reaction: reactants, conditions, products, and yield. This data is from the Open Reaction Database (ORD), a public repository of structured organic reaction records. Starting materials: C(=O)(O)[O-].[Na+] (NaHCO3), N#N (N2), C(C1=CC=CC=C1)N1CC(C(CC1)(O)O)(F)F (1-benzyl-3,3-difluoropiperidine-4,4-diol), [BH4-].[Na+] (NaBH4). Solvent: CO (MeOH). Reaction conditions: temperature 0 celsius, time 15 minute. Product: C(C1=CC=CC=C1)N1CC(C(CC1)O)(F)F (1-Benzyl-3,3-difluoropiperidin-4-ol). Reaction SMILES: N#N.[CH2:3]([N:10]1[CH2:15][CH2:14][C:13](O)([OH:16])[C:12]([F:19])([F:18])[CH2:11]1)[C:4]1[CH:9]=[CH:8][CH:7]=[CH:6][CH:5]=1.[BH4-].[Na+].C([O-])(O)=O.[Na+]>CO>[CH2:3]([N:10]1[CH2:15][CH2:14][CH:13]([OH:16])[C:12]([F:19])([F:18])[CH2:11]1)[C:4]1[CH:5]=[CH:6][CH:7]=[CH:8][CH:9]=1 |f:2.3,4.5|. Reported procedure: In a flame dried round-bottomed flask equipped with a magnetic stir bar and under inert atmosphere (N2), to a solution of 1-benzyl-3,3-difluoropiperidine-4,4-diol (WO2008/121687 and WO2005/040120) (2.88 g, 11.85 mmol) in dry MeOH (58 mL) was added NaBH4 (672 mg, 17.76 mmol) portionwise at 0° C. The reaction mixture was stirred at 0° C. for 15 min. Aq. 0.1M NaHCO3 (5 mL) was then added and the mixture further stirred for 5 min, dried (MgSO4), filtered and concentrated under reduced pressure. The ... The reactants are C(C1=CC=CC=C1)(=O)C1=CC2=C(N=C(N2)CS(=O)C2=NC=CC=C2)C=C1 (5-benzoyl-2-(2-pyridylsulfinylmethyl)benzimidazole), [OH-].[Na+] (sodium hydroxide), S(=O)(=O)(OC)OC (dimethyl sulfate). Yield: 40.0%. Procedure: A mixture of 3.61 g of 5-benzoyl-2-(2-pyridylsulfinylmethyl)benzimidazole (0.01 mole), 0.40 g of sodium hydroxide (0.01 mole) and 2 ml of dimethyl sulfate (0.02 mole) in 50 ml of ethanol and 5 ml of water is maintained under reflux for 3 hours. The ethanol is evaporated off and the residue diluted with water and extracted with chloroform. The organic phase is washed with water, dried and evaporated. The residue is chromatographed with silica gel, using chloroform/methanol (99:1) and subsequently... RXN SMILES: [C:1]([C:9]1[CH:26]=[CH:25][C:12]2[N:13]=[C:14]([CH2:16][S:17]([C:19]3[CH:24]=[CH:23][CH:22]=[CH:21][N:20]=3)=[O:18])[NH:15][C:11]=2[CH:10]=1)(=[O:8])[C:2]1[CH:7]=[CH:6][CH:5]=[CH:4][CH:3]=1.[OH-].[Na+].S(OC)(O[CH3:33])(=O)=O>C(O)C.O>[C:1]([C:9]1[CH:26]=[CH:25][C:12]2[N:13]([CH3:33])[C:14]([CH2:16][S:17]([C:19]3[CH:24]=[CH:23][CH:22]=[CH:21][N:20]=3)=[O:18])=[N:15][C:11]=2[CH:10]=1)(=[O:8])[C:2]1[CH:3]=[CH:4][CH:5]=[CH:6][CH:7]=1.[C:1]([C:9]1[CH:26]=[CH:25][C:12]2[N:13]=[C:14]([CH2:16][S:17]([C:19]3[CH:24]=[CH:23][CH:22]=[CH:21][N:20]=3)=[O:18])[N:15]([CH3:33])[C:11]=2[CH:10]=1)(=[O:8])[C:2]1[CH:3]=[CH:4][CH:5]=[CH:6][CH:7]=1 |f:1.2|. The product is C(C1=CC=CC=C1)(=O)C1=CC2=C(N(C(=N2)CS(=O)C2=NC=CC=C2)C)C=C1 (5-benzoyl-1-methyl-2-(2-pyridylsulfinylmethyl)benzimidazole), C(C1=CC=CC=C1)(=O)C=1C=CC2=C(N(C(=N2)CS(=O)C2=NC=CC=C2)C)C1 (6-benzoyl-1-methyl-2-(2-pyridylsulfinylmethyl)benzimidazole). Run in C(C)O (ethanol), O (water). Reactants: ClC1=CC(=NC=2N1N=CC2)NC(C2=CC=C(C=C2)C(C)(C)O)=O (N-(7-chloropyrazolo[1,5-a]pyrimidin-5-yl)-4-(2-hydroxypropan-2-yl)benzamide), CC1NCC(NC1)C (2,5-dimethylpiperazine). The reagents and catalysts are CS(=O)C (DMSO). The solvent is CN1CCCC1=O (NMP), CO (methanol). Product: CC1N(CC(NC1)C)C1=CC(=NC=2N1N=CC2)NC(C2=CC=C(C=C2)C(C)(C)O)=O (N-(7-(2,5-dimethylpiperazin-1-yl)pyrazolo[1,5-a]pyrimidin-5-yl)-4-(2-hydroxypropan-2-yl)benzamide). Isolated yield 66.5%. Reaction SMILES: Cl[C:2]1[N:7]2[N:8]=[CH:9][CH:10]=[C:6]2[N:5]=[C:4]([NH:11][C:12](=[O:23])[C:13]2[CH:18]=[CH:17][C:16]([C:19]([OH:22])([CH3:21])[CH3:20])=[CH:15][CH:14]=2)[CH:3]=1.[CH3:24][CH:25]1[CH2:30][NH:29][CH:28]([CH3:31])[CH2:27][NH:26]1>CN1C(=O)CCC1.CS(C)=O.CO>[CH3:24][CH:25]1[CH2:30][NH:29][CH:28]([CH3:31])[CH2:27][N:26]1[C:2]1[N:7]2[N:8]=[CH:9][CH:10]=[C:6]2[N:5]=[C:4]([NH:11][C:12](=[O:23])[C:13]2[CH:18]=[CH:17][C:16]([C:19]([OH:22])([CH3:21])[CH3:20])=[CH:15][CH:14]=2)[CH:3]=1. Procedure details: A solution of N-(7-chloropyrazolo[1,5-a]pyrimidin-5-yl)-4-(2-hydroxypropan-2-yl)benzamide (2D, 50 mg, 0.151 mmol) and 2,5-dimethylpiperazine (34 mg, 0.302 mmol) in NMP (0.950 mL) was stirred at 85° C. overnight. After cooling to room temperature, the mixture was diluted with a few drops of DMSO and methanol, and was then purified by preparatory HPLC, 15-40% (MeCN/H2O gradient+0.01% TFA). Lyophilization of the combined fractions gave the titled compound as a white solid (41 mg, 66%). 1H NMR (400 ... Starting materials: C1(=CCCC1)C1(OC=CC1)CO (2-Cyclopentenyl-2-furyl methanol), C(O)([O-])=O.[Na+] (sodium hydrogen carbonate), polyphosphoric acid. Run in CC(=O)C (acetone), O (water). Conditions: time 24 hour. Product: OC1C(C(C=C1)=O)C1C=CCC1 ((±)-3-hydroxy-2-(2-cyclopentenyl)-4-cyclopenten-1-one). Yield: 55.0%. RXN SMILES: [C:1]1([C:6]2([CH2:11][OH:12])[CH2:10][CH:9]=[CH:8]O2)[CH2:5][CH2:4][CH2:3][CH:2]=1.C(=O)([O-])[OH:14].[Na+]>CC(C)=O.O>[OH:14][CH:10]1[CH:9]=[CH:8][C:11](=[O:12])[CH:6]1[CH:1]1[CH2:5][CH2:4][CH:3]=[CH:2]1 |f:1.2|. Procedure details: 2-Cyclopentenyl-2-furyl methanol (131 g, 0.8 mole) was dissolved in a 2:1 mixture (1.5 liters) of acetone and water in a reactor, and polyphosphoric acid (20 g) was added thereto. Thereafter, reaction was carried out at 50° to 60° C. for about 24 hours with stirring. After completion of the reaction, the reaction solution was cooled and neutralized with addition of a saturated aqueous solution (200 ml) of sodium hydrogen carbonate, followed by extraction with a solvent. The extract was washed wi...